This data is from the Open Reaction Database (ORD), a public repository of structured organic reaction records. The task is: describe an organic reaction: reactants, conditions, products, and yield The reactants are C(C)(=O)OCC (ethyl acetate), C([O-])([O-])=O (carbonate), ClCC(=O)OC(C1=CC=CC=C1)C1=CC=CC=C1 (benzhydryl α-chloroacetate), OC1=CC=NC=C1 (4-hydroxypyridine). RXN SMILES: [OH:1][C:2]1[CH:7]=[CH:6][N:5]=[CH:4][CH:3]=1.C(=O)([O-])[O-].Cl[CH2:13][C:14]([O:16][CH:17]([C:24]1[CH:29]=[CH:28][CH:27]=[CH:26][CH:25]=1)[C:18]1[CH:23]=[CH:22][CH:21]=[CH:20][CH:19]=1)=[O:15].C(OCC)(=O)C>CN(C)C=O>[CH:17]([O:16][C:14]([CH2:13][N:5]1[CH:6]=[CH:7][C:2](=[O:1])[CH:3]=[CH:4]1)=[O:15])([C:24]1[CH:25]=[CH:26][CH:27]=[CH:28][CH:29]=1)[C:18]1[CH:23]=[CH:22][CH:21]=[CH:20][CH:19]=1. Reported procedure: 4 g (42.06 mmol) of 4-hydroxypyridine was dissolved in 80 ml of N,N-dimethylformamide, and 8.7 g (62.92 mmol) of pottasium carbonate and 16.45 g (63 mmol) of benzhydryl α-chloroacetate were added thereto. After stirring for 4 hours at 60° C., 200 ml of ethyl acetate was added to the reaction solution, and washed with water and a saturated sodium chloride aqueous solution followed by drying over anhydrous sodium sulfate and treating with active carbon. The solvent was distilled off under reduced ... The solvent is CN(C=O)C (N,N-dimethylformamide). Reaction conditions: temperature 60 celsius, time 4 hour. Product: C(C1=CC=CC=C1)(C1=CC=CC=C1)OC(=O)CN1C=CC(C=C1)=O (1-benzhydryloxycarbonylmethyl-4-pyridone). Isolated yield 73.0%. Starting materials: CO, O=C(O)C=Cc1cccc(C(F)(F)F)c1, O=S(=O)(O)O. The product is OCC=Cc1cccc(C(F)(F)F)c1. As a reaction SMILES: [CH3:21][OH:22].[F:1][C:2]([c:3]1[cH:4][c:5]([CH:9]=[CH:10][C:11](=[O:12])[OH:13])[cH:6][cH:7][cH:8]1)([F:14])[F:15].[S:16](=[O:17])(=[O:18])([OH:19])[OH:20]>>[F:1][C:2]([c:3]1[cH:4][c:5]([CH:9]=[CH:10][CH2:11][OH:12])[cH:6][cH:7][cH:8]1)([F:14])[F:15]. Reactants: C=C(Br)CBr, C=CCC1C(O)CC(OC2CCCCO2)C1CO[Si](C)(C)C(C)(C)C, [Cl-], [H-], [NH4+], [Na+], O. Product: C=CCC1C(OCC(=C)Br)CC(OC2CCCCO2)C1CO[Si](C)(C)C(C)(C)C. RXN SMILES: [Br:1][C:2](=[CH2:3])[CH2:4][Br:5].[CH2:8]([CH:9]=[CH2:10])[CH:11]1[CH:12]([OH:32])[CH2:13][CH:14]([O:25][CH:26]2[O:27][CH2:28][CH2:29][CH2:30][CH2:31]2)[CH:15]1[CH2:16][O:17][Si:18]([C:19]([CH3:20])([CH3:21])[CH3:22])([CH3:23])[CH3:24].[Cl-:33].[H-:6].[NH4+:34].[Na+:7].[OH2:35]>>[Br:1][C:2](=[CH2:3])[CH2:4][O:32][CH:12]1[CH:11]([CH2:8][CH:9]=[CH2:10])[CH:15]([CH2:16][O:17][Si:18]([C:19]([CH3:20])([CH3:21])[CH3:22])([CH3:23])[CH3:24])[CH:14]([O:25][CH:26]2[O:27][CH2:28][CH2:29][CH2:30][CH2:31]2)[CH2:13]1. The reactants are NC1=NC=C(N=C1)Br (2-amino-5-bromopyrazine), C([O-])([O-])=O.[K+].[K+] (potassium carbonate), dichloro[1,1′-bis(diphenyl-phosphino)ferrocene]palladium(II), C(Cl)Cl (CH2Cl2), [Si](C)(C)(C(C)(C)C)OC=1C(=C(C=CC1C1CCC1)B(O)O)F ((3-((tert-butyldimethylsilyl)oxy)-4-cyclobutyl-2-fluorophenyl)boronic acid). Run in O (water), CN(C)C=O (DMF), C1(=CC=CC=C1)C (toluene), O (water). Reaction conditions: temperature 80 celsius, time 2 hour. Product: NC=1N=CC(=NC1)C=1C(=C(C(=CC1)C1CCC1)O)F (3-(5-aminopyrazin-2-yl)-6-cyclobutyl-2-fluorophenol). The yield is 87.3%. Reaction SMILES: [Si]([O:8][C:9]1[C:10]([F:22])=[C:11](B(O)O)[CH:12]=[CH:13][C:14]=1[CH:15]1[CH2:18][CH2:17][CH2:16]1)(C(C)(C)C)(C)C.[NH2:23][C:24]1[CH:29]=[N:28][C:27](Br)=[CH:26][N:25]=1.C(=O)([O-])[O-].[K+].[K+].C(Cl)Cl>O.CN(C=O)C.C1(C)C=CC=CC=1>[NH2:23][C:24]1[N:25]=[CH:26][C:27]([C:11]2[C:10]([F:22])=[C:9]([OH:8])[C:14]([CH:15]3[CH2:16][CH2:17][CH2:18]3)=[CH:13][CH:12]=2)=[N:28][CH:29]=1 |f:2.3.4|. Procedure: A 50 mL three-neck flask, equipped with a stir bar, nitrogen inlet and temperature probe, was charged with (3-((tert-butyldimethylsilyl)oxy)-4-cyclobutyl-2-fluorophenyl)boronic acid (1.7 g, 5.3 mmol), toluene (4.7 mL), DMF (2.8 mL) and water (4.7 mL). The solvent mixture was sparged for 30 minutes and then treated with 2-amino-5-bromopyrazine (923 mg, 5.3 mmol), potassium carbonate (2.19 g, 15.8 mmol) and dichloro[1,1′-bis(diphenyl-phosphino)ferrocene]palladium(II).CH2Cl2 (137 mg, 0.17 mmol). Th... The reactants are BrC1=CC=CC2=C1C(N(CC=1N2C=NC1C(=O)O)C)=O (7-bromo-5,6-dihydro-5-methyl-6-oxo-4H-imidazo[1,5-a][1,4]benzodiazepine-3-carboxylic acid), C (charcoal). Run in C(Cl)Cl (methylene chloride), C(C)(=O)OCC (ethyl acetate), C(C)O (ethanol). Product: BrC1=CC=CC2=C1C(N(CC=1N2C=NC1)C)=O (7-bromo-4,5-dihydro-5-methyl-6H-imidazo[1,5-a][1,4]benzodiazepin-6-one). Reaction SMILES: [Br:1][C:2]1[C:7]2[C:8](=[O:20])[N:9]([CH3:19])[CH2:10][C:11]3[N:12]([CH:13]=[N:14][C:15]=3C(O)=O)[C:6]=2[CH:5]=[CH:4][CH:3]=1.C>C(Cl)Cl.C(OCC)(=O)C.C(O)C>[Br:1][C:2]1[C:7]2[C:8](=[O:20])[N:9]([CH3:19])[CH2:10][C:11]3[N:12]([CH:13]=[N:14][CH:15]=3)[C:6]=2[CH:5]=[CH:4][CH:3]=1. Procedure: 19.1 g (56.8 mmol) of 7-bromo-5,6-dihydro-5-methyl-6-oxo-4H-imidazo[1,5-a][1,4]benzodiazepine-3-carboxylic acid were decarboxylated at 290-300°. The melt was taken up in methylene chloride, the solution was diluted with ethyl acetate and ethanol and decolorized with animal charcoal. After evaporation and recrystallization from ethyl acetate and ethanol there was obtained 7-bromo-4,5-dihydro-5-methyl-6H-imidazo[1,5-a][1,4]benzodiazepin-6-one of melting point 196-197°.